This data is from the Open Reaction Database (ORD), a public repository of structured organic reaction records. The task is: describe an organic reaction: reactants, conditions, products, and yield Reactants: 4.32, C(C)(=O)OC(C)=O (acetic anhydride), OC1=C(C=C(C=C1)C1=CC=CC=C1)CCC (4-hydroxy-3-propyl-biphenyl), N1=CC=CC=C1 (pyridine). Reagents/catalysts: CN(C)C1=CC=NC=C1 (4-(N,N-dimethylamino)pyridine). Reaction conditions: temperature 55 celsius, time 8 hour. Yields the product C(C)(=O)OC1=C(C=C(C=C1)C1=CC=CC=C1)CCC (4-acetoxy-3-propyl-biphenyl). Yield: 89.6%. Reaction SMILES: [C:1](OC(=O)C)(=[O:3])[CH3:2].[OH:8][C:9]1[CH:14]=[CH:13][C:12]([C:15]2[CH:20]=[CH:19][CH:18]=[CH:17][CH:16]=2)=[CH:11][C:10]=1[CH2:21][CH2:22][CH3:23].N1C=CC=CC=1>CN(C1C=CN=CC=1)C>[C:1]([O:8][C:9]1[CH:14]=[CH:13][C:12]([C:15]2[CH:20]=[CH:19][CH:18]=[CH:17][CH:16]=2)=[CH:11][C:10]=1[CH2:21][CH2:22][CH3:23])(=[O:3])[CH3:2]. Procedure: 6.1 g (60 mmol) of acetic anhydride are added dropwise to a solution of 10.6 g (50 mmol) of 4-hydroxy-3-propyl-biphenyl, 4.3 g (55 mmol) of pyridine and 0.1 g of 4-(N,N-dimethylamino)pyridine, and the mixture is heated at 50 to 60° C. for 2 hours. The reaction solution is left standing overnight at 20° C. and washed with water and dilute hydrochloric acid, and the organic phase is dried and concentrated. 11.4 g (yield: 89.8% of theory) of 4-acetoxy-3-propyl-biphenyl are obtained as a pale oil of... Reactants: C1(=CC=CC=C1)C1CCN(CC1)CC1=CC=C(CNC(=O)C2=CC3=CN=C4C=CC=C(S2)N43)C=C1 (N-[4-(4-phenylpiperidin-1-ylmethyl)benzyl]-5-thia-1,8b-diazaacenaphthylene-4-carboxamide), Cl (hydrochloric acid). Run in C(C)O (ethanol). Yields the product Cl.Cl.C1(=CC=CC=C1)C1CCN(CC1)CC1=CC=C(CNC(=O)C2=CC3=CN=C4C=CC=C(S2)N43)C=C1 (N-[4-(4-phenylpiperidin-1-ylmethyl)-benzyl]-5-thia-1,8b-diazaacenaphthylene-4-carboxamide dihydrochloride). RXN SMILES: [C:1]1([CH:7]2[CH2:12][CH2:11][N:10]([CH2:13][C:14]3[CH:35]=[CH:34][C:17]([CH2:18][NH:19][C:20]([C:22]4[S:32][C:31]5[N:33]6[C:24](=[CH:25][N:26]=[C:27]6[CH:28]=[CH:29][CH:30]=5)[CH:23]=4)=[O:21])=[CH:16][CH:15]=3)[CH2:9][CH2:8]2)[CH:6]=[CH:5][CH:4]=[CH:3][CH:2]=1.[ClH:36]>C(O)C>[ClH:36].[ClH:36].[C:1]1([CH:7]2[CH2:12][CH2:11][N:10]([CH2:13][C:14]3[CH:15]=[CH:16][C:17]([CH2:18][NH:19][C:20]([C:22]4[S:32][C:31]5[N:33]6[C:24](=[CH:25][N:26]=[C:27]6[CH:28]=[CH:29][CH:30]=5)[CH:23]=4)=[O:21])=[CH:34][CH:35]=3)[CH2:9][CH2:8]2)[CH:6]=[CH:5][CH:4]=[CH:3][CH:2]=1 |f:3.4.5|. Reported procedure: To a solution of 1.59 g (3.31 mM) of N-[4-(4-phenylpiperidin-1-ylmethyl)benzyl]-5-thia-1,8b-diazaacenaphthylene-4-carboxamide in ethanol was added 1 ml (12 mM) of 12N-hydrochloric acid at room temperature, and the mixture was stirred for several minutes. This reaction mixture was concentrated and, after addition of ethanol and diethyl ether, the crystal crop was harvested by filtration and rinsed with ethanol and diethyl ether to provide the title compound as orange-colored crystals. Reactants: FC(C=1C=C(C(=NC1)N)[N+](=O)[O-])(F)F (5-(Trifluoromethyl)-3-nitro-2-aminopyridine), FC(C(=O)Cl)(C(C(F)(F)F)(F)F)F (perfluorobutyryl chloride). The product is FC(C=1C=C(C(=NC1)NC(C(C(C(F)(F)F)(F)F)(F)F)=O)[N+](=O)[O-])(F)F (5-(trifluoromethyl)-3-nitro-2-(2,2,3,3,4,4,4-heptafluorobutyramido)pyridine). RXN SMILES: [F:1][C:2]([F:14])([F:13])[C:3]1[CH:4]=[C:5]([N+:10]([O-:12])=[O:11])[C:6]([NH2:9])=[N:7][CH:8]=1.[F:15][C:16]([F:27])([C:20]([F:26])([F:25])[C:21]([F:24])([F:23])[F:22])[C:17](Cl)=[O:18]>>[F:14][C:2]([F:1])([F:13])[C:3]1[CH:4]=[C:5]([N+:10]([O-:12])=[O:11])[C:6]([NH:9][C:17](=[O:18])[C:16]([F:15])([F:27])[C:20]([F:25])([F:26])[C:21]([F:24])([F:23])[F:22])=[N:7][CH:8]=1. Reported procedure: 5-(Trifluoromethyl)-3-nitro-2-aminopyridine is reacted with perfluorobutyryl chloride to yield 5-(trifluoromethyl)-3-nitro-2-(2,2,3,3,4,4,4-heptafluorobutyramido)pyridine, which when hydrogenated yields 6-(trifluoromethyl)-1-hydroxy-2-(perfluoro-n-propyl)-1H-imidazo(4,5-b)pyridine. Starting materials: NC=1C(=NC(=NC1NC(C)C)C1=CC(=CC=C1)O)C(=O)[O-] (5-Amino-6-isopropylamino-2-(3-hydroxy-phenyl)-pyrimidine-4-carboxylate), C1(CCCCC1)P(C1=C(C=CC=C1)C1=C(C=CC=C1OC)OC)C1CCCCC1 (dicyclohexyl(2′,6′-dimethoxybiphenyl-2-yl)phosphine), P(=O)([O-])([O-])[O-].[K+].[K+].[K+] (potassium phosphate), NC=1C(=NC(=NC1NC(C)C)Cl)C(=O)[O-] (5-amino-6-isopropylamino-2-chloro-pyrimidine-4-carboxylate), OC=1C=C(C=CC1)B(O)O (3-hydroxyphenylboronic acid). The reagents and catalysts are C(C)(=O)[O-].[Pd+2].C(C)(=O)[O-] (palladium (II) acetate). Solvent: O (water), O1CCCC1 (tetrahydrofuran). The product is C(C)(C)N1C2=NC(=NC(=C2NC1=O)C(=O)N)C1=CC(=CC=C1)O (9-ISOPROPYL-2-(3-HYDROXY-PHENYL)-8-OXO-8,9-DIHYDRO-7H-PURINE-6-CARBOXAMIDE). Isolated yield 29.0%. Reaction SMILES: [NH2:1][C:2]1[C:3]([C:19]([O-:21])=O)=[N:4][C:5]([C:12]2[CH:17]=[CH:16][CH:15]=[C:14]([OH:18])[CH:13]=2)=[N:6][C:7]=1[NH:8][CH:9]([CH3:11])[CH3:10].[NH2:22]C1C(C([O-])=O)=NC(Cl)=NC=1NC(C)C.[OH:37][C:38]1C=C(B(O)O)C=CC=1.P([O-])([O-])([O-])=O.[K+].[K+].[K+].C1(P(C2CCCCC2)C2C=CC=CC=2C2C(OC)=CC=CC=2OC)CCCCC1>O1CCCC1.O.C([O-])(=O)C.[Pd+2].C([O-])(=O)C>[CH:9]([N:8]1[C:38](=[O:37])[NH:1][C:2]2[C:7]1=[N:6][C:5]([C:12]1[CH:17]=[CH:16][CH:15]=[C:14]([OH:18])[CH:13]=1)=[N:4][C:3]=2[C:19]([NH2:22])=[O:21])([CH3:10])[CH3:11] |f:3.4.5.6,10.11.12|. Procedure: 5-Amino-6-isopropylamino-2-(3-hydroxy-phenyl)-pyrimidine-4-carboxylate. In a microwave flask was placed 5-amino-6-isopropylamino-2-chloro-pyrimidine-4-carboxylate (1.2 g, 4.6 mmol), 3-hydroxyphenylboronic acid (0.96 g, 7.0 mmol), potassium phosphate (3.0 g, 14.0 mmol), dicyclohexyl(2′,6′-dimethoxybiphenyl-2-yl)phosphine (0.28 g, 0.68 mmol) and palladium (II) acetate (0.16 g, 0.71 mmol) in tetrahydrofuran (25 mL) and water (4 mL). The mixture was reacted according to General Procedure E. The crud... Starting materials: ClCC1=C(C=C(C=C1C)C)C1=CC(=C(C=C1)F)C (2-chloromethyl-4'-fluoro-3,3',5-trimethyl-1,1'-biphenyl), C1(=CC=CC=C1)S (Thiophenol), [H-].[Na+] (sodium hydride), [H-].[Na+] (sodium hydride). Solvent: CN(C)C=O (DMF), CN(C)C=O (DMF). Conditions: time 30 minute. Yields the product C1(=CC=CC=C1)SCC1=C(C=C(C=C1C)C)C1=CC(=C(C=C1)F)C ((4'-Fluoro-3,3',5-trimethyl-[1,1'-biphenyl]-2-yl-methyl) phenyl sulfide). Isolated yield 98.6%. As a reaction SMILES: [C:1]1([SH:7])[CH:6]=[CH:5][CH:4]=[CH:3][CH:2]=1.[H-].[Na+].Cl[CH2:11][C:12]1[C:17]([CH3:18])=[CH:16][C:15]([CH3:19])=[CH:14][C:13]=1[C:20]1[CH:25]=[CH:24][C:23]([F:26])=[C:22]([CH3:27])[CH:21]=1>CN(C=O)C>[C:1]1([S:7][CH2:11][C:12]2[C:17]([CH3:18])=[CH:16][C:15]([CH3:19])=[CH:14][C:13]=2[C:20]2[CH:25]=[CH:24][C:23]([F:26])=[C:22]([CH3:27])[CH:21]=2)[CH:6]=[CH:5][CH:4]=[CH:3][CH:2]=1 |f:1.2|. Reported procedure: Thiophenol (1.4 ml, 13.6 mmoles) was added dropwise to a stirred suspension of sodium hydride (0.653 g, 13.6 mmoles) in dry DMF under an atmosphere of nitrogen. The mixture was then heated at 50° C. for 30 minutes until all of the sodium hydride was consumed and hydrogen evolution ceased. To this solution was added a solution of 2-chloromethyl-4'-fluoro-3,3',5-trimethyl-1,1'-biphenyl (3.27 g crude, approximately 11.3 mmoles) in 8 ml of dry DMF and the mixture was heated at 50° with stirring for ... Reactants: OCCCOCCOCCOCCCO (1,13-dihydroxy-4,7,10-trioxatridecane), S(=O)(Cl)Cl (thionyl chloride), Cl (HCl). The product is ClCCCOCCOCCOCCCCl (1,13-dichloro-4,7,10-trioxatridecane). As a reaction SMILES: O[CH2:2][CH2:3][CH2:4][O:5][CH2:6][CH2:7][O:8][CH2:9][CH2:10][O:11][CH2:12][CH2:13][CH2:14]O.S(Cl)([Cl:18])=O.[ClH:20]>>[Cl:20][CH2:2][CH2:3][CH2:4][O:5][CH2:6][CH2:7][O:8][CH2:9][CH2:10][O:11][CH2:12][CH2:13][CH2:14][Cl:18]. Procedure details: 1.1 g, (4.9 mmol) 15 was added to 1.15 g (14.6 mmol) distilled pyridine in 30 mL dry benzene with stirring, followed by 1.8 g (14.6 mmol) thionyl chloride. The mixture was heated to reflux for 6 hours. After cooling in an ice bath, 5 mL 3M HCl was added with vigorous stirring. The organic layer was separated, washed 3× with a dilute brine solution, and dried (MgSO4) to yield a yellowish oil. After washing and removal of solvent, the dichloride was used without further purification.